Dataset: the Open Reaction Database (ORD), a public repository of structured organic reaction records. Task: describe an organic reaction: reactants, conditions, products, and yield The reactants are O1[C@H]2[C@@H]1C[C@@H]1CC[C@H]3[C@@H]4CC[C@H](C(C)=O)[C@]4(CC([C@@H]3[C@]1(C2)C)=O)C (2α,3α-Epoxy-5α-pregnane-11,20-dione), O (water). Run in C(CC)(=O)O (propionic acid). The product is O[C@H]1C[C@@H]2CC[C@H]3[C@@H]4CC[C@H](C(C)=O)[C@]4(CC([C@@H]3[C@]2(C[C@@H]1OC(CC)=O)C)=O)C (3α-Hydroxy-2βpropionyloxy-5α-pregnane-11,20-dione). RXN SMILES: [O:1]1[C@H:3]2[CH2:4][C@H:5]3[C@:20]([CH3:22])([CH2:21][C@@H:2]12)[C@@H:19]1[C@H:8]([C@H:9]2[C@:16]([CH3:24])([CH2:17][C:18]1=[O:23])[C@@H:12]([C:13](=[O:15])[CH3:14])[CH2:11][CH2:10]2)[CH2:7][CH2:6]3.[OH2:25]>C(O)(=O)CC>[OH:25][C@@H:3]1[C@@H:2]([O:1][C:2](=[O:1])[CH2:3][CH3:4])[CH2:21][C@@:20]2([CH3:22])[C@@H:5]([CH2:6][CH2:7][C@@H:8]3[C@@H:19]2[C:18](=[O:23])[CH2:17][C@@:16]2([CH3:24])[C@H:9]3[CH2:10][CH2:11][C@@H:12]2[C:13](=[O:15])[CH3:14])[CH2:4]1. Reported procedure: 2α,3α-Epoxy-5α-pregnane-11,20-dione (500 mg) was dissolved in propionic acid (10 ml) and the solution heated on a steam bath for 5 hours. The mixture was poured into water (200 ml) and the white precipitate extracted into ether. The ethereal solution was washed with 2N-sodium hydroxide solution until the aqueous layer remained basic, then water and then dried over anhydrous sodium sulphate. The dried solution was evaporated to a white foam (560 mg) which was purified by preparative T.L.C. using ... Starting materials: C(#N)CCCN1C(CN(CC1)C(=O)OC(C)(C)C)C (tert-butyl 4-(3-cyanopropyl)-3-methylpiperazine-1-carboxylate), Cl (hydrochloric acid). The solvent is C(C)OCC (diethyl ether). Conditions: time 5 hour. Yields the product Cl.CC1N(CCNC1)CCCC#N (4-(2-methylpiperazin-1-yl)butanenitrile hydrochloride). Yield: 101.0%. Reaction SMILES: [C:1]([CH2:3][CH2:4][CH2:5][N:6]1[CH2:11][CH2:10][N:9](C(OC(C)(C)C)=O)[CH2:8][CH:7]1[CH3:19])#[N:2].[ClH:20]>C(OCC)C>[ClH:20].[CH3:19][CH:7]1[CH2:8][NH:9][CH2:10][CH2:11][N:6]1[CH2:5][CH2:4][CH2:3][C:1]#[N:2] |f:3.4|. Reported procedure: To a stirred solution of tert-butyl 4-(3-cyanopropyl)-3-methylpiperazine-1-carboxylate (1.3 g, 4.86 mmol) in diethyl ether (10 ml) was added hydrochloric acid (2 molar in ether, 10 ml, 20.00 mmol) at 0° C. The reaction mixture was stirred at room temperature for 5 h. Progress of the reaction was monitored by TLC. After completion of the reaction, the solvent was evaporated under reduced pressure and triturated with diethyl ether to yield the title compound 4-(2-methylpiperazin-1-yl)butanenitrile... Reactants: [BH3-]C#N, Cc1nnc(NCCN)c2cc3ccccn3c12, CO, Cl, O=C1CN2CCC1CC2, [Na+], [OH-], [Zn]. Yields the product Cc1nnc(NCCNC2CN3CCC2CC3)c2cc3ccccn3c12. Reaction SMILES: [C:29]([BH3-:30])#[N:31].[CH3:11][c:12]1[n:13][n:14][c:15]([NH:25][CH2:26][CH2:27][NH2:28])[c:16]2[cH:17][c:18]3[cH:19][cH:20][cH:21][cH:22][n:23]3[c:24]12.[CH3:34][OH:35].[ClH:1].[N:2]12[CH2:3][C:4](=[O:10])[CH:5]([CH2:6][CH2:7]1)[CH2:8][CH2:9]2.[Na+:33].[OH-:32].[Zn:36]>>[N:2]12[CH2:3][CH:4]([NH:28][CH2:27][CH2:26][NH:25][c:15]3[n:14][n:13][c:12]([CH3:11])[c:24]4[c:16]3[cH:17][c:18]3[cH:19][cH:20][cH:21][cH:22][n:23]34)[CH:5]([CH2:6][CH2:7]1)[CH2:8][CH2:9]2. Reactants: CNCCC(=O)OCC (ethyl 3-(methylamino)propanoate), O.ON1N=NC2=C1C=CC=C2 (1-hydroxybenzotriazole monohydrate), CN(C=O)C (N,N-dimethylformamide), C1(CCCCC1)C(C=1OC2=C(C1C)C=C(C=C2)OC)NC2=CC=C(C(=O)O)C=C2 (4-{[cyclohexyl(5-methoxy-3-methyl-1-benzofuran-2-yl)methyl]amino}benzoic acid), Cl.C(C)N=C=NCCCN(C)C (1-ethyl-3-(3-dimethylaminopropyl)carbodiimide hydrochloride), Cl (Hydrochloric acid). Solvent: C(C)N(CC)CC (triethylamine). Reaction conditions: time 8 hour. Product: C1(CCCCC1)C(C=1OC2=C(C1C)C=C(C=C2)OC)NC2=CC=C(C=C2)C(=O)N(CCC(=O)OCC)C (ethyl 3-{[(4-{[cyclohexyl(5-methoxy-3-methyl-1-benzofuran-2-yl)methyl]amino}phenyl)carbonyl](methyl)amino}propanoate). Isolated yield 84.0%. As a reaction SMILES: [CH:1]1([CH:7]([NH:20][C:21]2[CH:29]=[CH:28][C:24](C(O)=O)=[CH:23][CH:22]=2)[C:8]2[O:9][C:10]3[CH:17]=[CH:16][C:15]([O:18][CH3:19])=[CH:14][C:11]=3[C:12]=2[CH3:13])[CH2:6][CH2:5][CH2:4][CH2:3][CH2:2]1.CNC[CH2:33][C:34]([O:36][CH2:37][CH3:38])=[O:35].O.ON1C2C=CC=CC=2N=N1.Cl.C(N=C=NCCCN(C)C)C.Cl.[CH3:63][N:64]([CH3:67])[CH:65]=[O:66]>C(N(CC)CC)C>[CH:1]1([CH:7]([NH:20][C:21]2[CH:29]=[CH:28][C:24]([C:65]([N:64]([CH3:67])[CH2:63][CH2:33][C:34]([O:36][CH2:37][CH3:38])=[O:35])=[O:66])=[CH:23][CH:22]=2)[C:8]2[O:9][C:10]3[CH:17]=[CH:16][C:15]([O:18][CH3:19])=[CH:14][C:11]=3[C:12]=2[CH3:13])[CH2:6][CH2:5][CH2:4][CH2:3][CH2:2]1 |f:2.3,4.5|. Procedure: To a mixture of 4-{[cyclohexyl(5-methoxy-3-methyl-1-benzofuran-2-yl)methyl]amino}benzoic acid (745 mg) synthesized above, ethyl 3-(methylamino)propanoate (298 mg), 1-hydroxybenzotriazole monohydrate (348 mg), triethylamine (633 μL) and N,N-dimethylformamide (10 mL) was added 1-ethyl-3-(3-dimethylaminopropyl)carbodiimide hydrochloride (435 mg), and the mixture was stirred at room temperature for overnight then at 50° C. for 3 hr. 1N Hydrochloric acid was added to quench the reaction, and the mixt... The reactants are O1CCOC12CC=C(CC2)C2=CNC1=CC=CC=C21 (3-(1,4-dioxa-spiro[4,5]dec-7-en-8-yl)-1H-indole). Reagents/catalysts: [Pd] (palladium on carbon). Run in C(C)O (ethanol). Reaction conditions: time 18 hour. The product is O1CCOC12CCC(CC2)C2=CNC1=CC=CC=C21 (3-(1,4-Dioxa-spiro[4,5]dec-8-yl)-1H-indole). Yield: 99.4%. Reaction SMILES: [O:1]1[C:5]2([CH2:10][CH2:9][C:8]([C:11]3[C:19]4[C:14](=[CH:15][CH:16]=[CH:17][CH:18]=4)[NH:13][CH:12]=3)=[CH:7][CH2:6]2)[O:4][CH2:3][CH2:2]1>[Pd].C(O)C>[O:4]1[C:5]2([CH2:6][CH2:7][CH:8]([C:11]3[C:19]4[C:14](=[CH:15][CH:16]=[CH:17][CH:18]=4)[NH:13][CH:12]=3)[CH2:9][CH2:10]2)[O:1][CH2:2][CH2:3]1. Reported procedure: A mixture of 3-(1,4-dioxa-spiro[4,5]dec-7-en-8-yl)-1H-indole (8.0 g, 31.3 mmol) and 10% palladium on carbon (1.3 g) in ethanol (700 ml) was hydrogenated for 18 hours. The catalyst was filtered off and the solvent removed under vacuum to afford 8.01 g (99%) of product as a white solid. Starting materials: [OH-].[Na+] (sodium hydroxide), CC1C(CCCC1)=O (2-methyl-cyclohexanone), NC1=CC=CC=C1 (aniline), Cl (hydrochloric acid). Run in C(C)(=O)OCC (ethyl acetate), C(C)O (ethanol). Yields the product C1(CCCCC1)C1CCC(CC1)N (4-Cyclohexylcyclohexylamine). As a reaction SMILES: [CH3:1][CH:2]1[CH2:7][CH2:6][CH2:5][CH2:4][C:3]1=O.[NH2:9][C:10]1[CH:15]=[CH:14]C=[CH:12][CH:11]=1.Cl.[OH-].[Na+]>C(OCC)(=O)C.C(O)C>[CH:2]1([CH:1]2[CH2:14][CH2:15][CH:10]([NH2:9])[CH2:11][CH2:12]2)[CH2:7][CH2:6][CH2:5][CH2:4][CH2:3]1 |f:3.4|. Procedure details: A mixture of 2-methyl-cyclohexanone (112 g, 1.0 mol), aniline (186 g, 2 mol) and ethanol (26 mL) was stirred at room temperature and 12 M hydrochloric acid (167 mL) was added during 30 min. The dark yellow solution was refluxed at 85° C. for seven days. The solution was cooled and diluted with ethyl acetate. The mixture was stirred in an ice bath and made alkaline (pH=9) with a 27% sodium hydroxide solution, keeping the temperature below 30° C.